Dataset: the Open Reaction Database (ORD), a public repository of structured organic reaction records. Task: describe an organic reaction: reactants, conditions, products, and yield Starting materials: product, product, FC(C(=O)O)(F)F.N1CCC(=CC1)C=1SC=CC1C#N (2-(1,2,3,6-tetrahydro-4-pyridinyl)-3-thiophenecarbonitrile trifluoracetate), ClCC(=O)NC1=C(C=CC=C1C)C (2-chloro-N-(2,6-dimethylphenyl)acetamide). Product: C(#N)C1=C(SC=C1)C=1CCN(CC1)CC(=O)NC1=CC(=CC=C1)C (2-[4-(3-cyano-2-thienyl)-3,6-dihydro-1(2H)-pyridinyl]-N-(3-methylphenyl)acetamide). Reaction SMILES: F[C:2](F)(F)C(O)=O.[NH:8]1[CH2:13][CH:12]=[C:11]([C:14]2[S:15][CH:16]=[CH:17][C:18]=2[C:19]#[N:20])[CH2:10][CH2:9]1.Cl[CH2:22][C:23]([NH:25][C:26]1[C:31](C)=[CH:30][CH:29]=[CH:28][C:27]=1C)=[O:24]>>[C:19]([C:18]1[CH:17]=[CH:16][S:15][C:14]=1[C:11]1[CH2:10][CH2:9][N:8]([CH2:22][C:23]([NH:25][C:26]2[CH:27]=[CH:28][CH:29]=[C:30]([CH3:2])[CH:31]=2)=[O:24])[CH2:13][CH:12]=1)#[N:20] |f:0.1|. Procedure: The desired material was prepared according to the procedure of Example 145 by substituting the product from Example 143B with the product from Example 155A, and 2-chloro-N-(2,6-dimethylphenyl)acetamide with the product from Example 33A. Yield 13 mg (36%). 1H NMR (300 MHz, DMSO-d6) δ 2.30 (s, 3H), 2.90 (m, 2H), 3.50-4.20 (m, 4H), 4.30 (s, 2H), 6.43 (br s, 1H), 6.98 (m, 1H), 7.24 (m, 1H), 7.42 (m, 2H), 7.50 (m, 1H), 7.78 (m, 1H), 10.42 (m, 1H), 10.44 (br s, 1H); MS (ESI/APCI+) m/e 338 (M+H)+.